describe an organic reaction: reactants, conditions, products, and yield From a dataset of the Open Reaction Database (ORD), a public repository of structured organic reaction records. Starting materials: N#Cc1ccc(B(O)O)cc1, O=c1c(Cl)c(-c2ccc(Cl)cc2)cnn1Cc1ccccc1, C1CCOC1, [K+], [K+], [K+], O=P([O-])([O-])[O-]. The product is N#Cc1ccc(-c2c(-c3ccc(Cl)cc3)cnn(Cc3ccccc3)c2=O)cc1. RXN SMILES: [C:23](#[N:24])[c:25]1[cH:26][cH:27][c:28]([B:31]([OH:32])[OH:33])[cH:29][cH:30]1.[CH2:1]([c:2]1[cH:3][cH:4][cH:5][cH:6][cH:7]1)[n:8]1[n:9][cH:10][c:11](-[c:16]2[cH:17][cH:18][c:19]([Cl:22])[cH:20][cH:21]2)[c:12]([Cl:15])[c:13]1=[O:14].[CH2:42]1[O:43][CH2:44][CH2:45][CH2:46]1.[K+:39].[K+:40].[K+:41].[P:34]([O-:35])([O-:36])([O-:37])=[O:38]>>[CH2:1]([c:2]1[cH:3][cH:4][cH:5][cH:6][cH:7]1)[n:8]1[n:9][cH:10][c:11](-[c:16]2[cH:17][cH:18][c:19]([Cl:22])[cH:20][cH:21]2)[c:12](-[c:28]2[cH:27][cH:26][c:25]([C:23]#[N:24])[cH:30][cH:29]2)[c:13]1=[O:14]. RXN SMILES: [Cl:1][c:2]1[cH:3][cH:4][c:5]([C:8]2([CH3:39])[N:9]=[C:10]([c:24]3[c:25]([O:36][CH2:37][CH3:38])[cH:26][c:27]([C:30]([C:31]([CH3:32])=[O:33])([CH3:34])[CH3:35])[cH:28][cH:29]3)[N:11]([C:21](=[O:22])[Cl:23])[C:12]2([CH3:13])[c:14]2[cH:15][cH:16][c:17]([Cl:20])[cH:18][cH:19]2)[cH:6][cH:7]1.[ClH:40].[ClH:41].[O:42]=[S:43]1(=[O:55])[CH2:44][CH2:45][CH:46]([N:49]2[CH2:50][CH2:51][NH:52][CH2:53][CH2:54]2)[CH2:47][CH2:48]1>>[Cl:1][c:2]1[cH:3][cH:4][c:5]([C:8]2([CH3:39])[N:9]=[C:10]([c:24]3[c:25]([O:36][CH2:37][CH3:38])[cH:26][c:27]([C:30]([C:31]([CH3:32])=[O:33])([CH3:34])[CH3:35])[cH:28][cH:29]3)[N:11]([C:21](=[O:22])[N:52]3[CH2:51][CH2:50][N:49]([CH:46]4[CH2:45][CH2:44][S:43](=[O:42])(=[O:55])[CH2:48][CH2:47]4)[CH2:54][CH2:53]3)[C:12]2([CH3:13])[c:14]2[cH:15][cH:16][c:17]([Cl:20])[cH:18][cH:19]2)[cH:6][cH:7]1. The product is CCOc1cc(C(C)(C)C(C)=O)ccc1C1=NC(C)(c2ccc(Cl)cc2)C(C)(c2ccc(Cl)cc2)N1C(=O)N1CCN(C2CCS(=O)(=O)CC2)CC1. Reactants: CCOc1cc(C(C)(C)C(C)=O)ccc1C1=NC(C)(c2ccc(Cl)cc2)C(C)(c2ccc(Cl)cc2)N1C(=O)Cl, Cl, Cl, O=S1(=O)CCC(N2CCNCC2)CC1. The reactants are ice water, OC1=CC=C([C@H](C(=O)O)O)C=C1 ((R)-4-Hydroxymandelic acid), C(C1=CC=CC=C1)Br (benzyl bromide), C([O-])([O-])=O.[K+].[K+] (potassium carbonate), Cl (hydrochloric acid). Solvent: CN(C=O)C (N,N-dimethylformamide). Product: C(C1=CC=CC=C1)OC1=CC=C([C@H](C(=O)O)O)C=C1 ((R)-4-benzyloxymandelic acid). As a reaction SMILES: [OH:1][C:2]1[CH:12]=[CH:11][C:5]([C@@H:6]([OH:10])[C:7]([OH:9])=[O:8])=[CH:4][CH:3]=1.[CH2:13](Br)[C:14]1[CH:19]=[CH:18][CH:17]=[CH:16][CH:15]=1.C(=O)([O-])[O-].[K+].[K+].Cl>CN(C)C=O>[CH2:13]([O:1][C:2]1[CH:12]=[CH:11][C:5]([C@@H:6]([OH:10])[C:7]([OH:9])=[O:8])=[CH:4][CH:3]=1)[C:14]1[CH:19]=[CH:18][CH:17]=[CH:16][CH:15]=1 |f:2.3.4|. Procedure details: (R)-4-Hydroxymandelic acid (2.02 g) was dissolved in N,N-dimethylformamide (24 ml), and benzyl bromide (3.57 ml) and potassium carbonate (3.65 g) were added to the solution at room temperature with stirring. After reaction for 12 hours, ice-water was poured into the reaction mixture and the resulting precipitates were collected by filtration. The precipitates were suspended in methanol (24 ml) and 1N aqueous sodium hydroxide solution (12 ml) was added to the suspension under ice-cooling with sti... Starting materials: CC[N+](CC)(CC)Cc1ccccc1, C=C(C)c1ccccc1, ClC(Cl)Cl, [Cl-], Cl, [Na+], [OH-], O. Product: CC1(c2ccccc2)CC1(Cl)Cl. As a reaction SMILES: [CH2:18]([N+:19]([CH2:20][CH3:21])([CH2:22][CH3:23])[CH2:24][c:25]1[cH:26][cH:27][cH:28][cH:29][cH:30]1)[CH3:31].[CH3:3][C:4](=[CH2:5])[c:6]1[cH:7][cH:8][cH:9][cH:10][cH:11]1.[CH:13]([Cl:14])([Cl:15])[Cl:16].[Cl-:17].[ClH:12].[Na+:2].[OH-:1].[OH2:32]>>[CH2:3]1[C:4]([CH3:5])([c:6]2[cH:7][cH:8][cH:9][cH:10][cH:11]2)[C:13]1([Cl:14])[Cl:16].